From a dataset of the Open Reaction Database (ORD), a public repository of structured organic reaction records. describe an organic reaction: reactants, conditions, products, and yield Starting materials: C1CCNCC1, Cc1ccccc1, CC(=O)O, CCc1ccc(C(Cl)COc2ccc(C=O)cc2)nc1, O=C1CSC(=O)N1. The product is CCc1ccc(C(Cl)COc2ccc(C=C3SC(=O)NC3=O)cc2)nc1. RXN SMILES: [CH2:12]1[CH2:13][CH2:14][NH:15][CH2:16][CH2:17]1.[CH3:38][c:39]1[cH:40][cH:41][cH:42][cH:43][cH:44]1.[CH3:8][C:9](=[O:10])[OH:11].[Cl:18][CH:19]([CH2:20][O:21][c:22]1[cH:23][cH:24][c:25]([CH:26]=[O:27])[cH:28][cH:29]1)[c:30]1[n:31][cH:32][c:33]([CH2:36][CH3:37])[cH:34][cH:35]1.[S:1]1[C:2](=[O:7])[NH:3][C:4](=[O:6])[CH2:5]1>>[S:1]1[C:2](=[O:7])[NH:3][C:4](=[O:6])[C:5]1=[CH:26][c:25]1[cH:24][cH:23][c:22]([O:21][CH2:20][CH:19]([Cl:18])[c:30]2[n:31][cH:32][c:33]([CH2:36][CH3:37])[cH:34][cH:35]2)[cH:29][cH:28]1. Starting materials: [BH4-], CO, O=C1NC(N2CCCCC2)c2cccn2-c2ccsc21, [Na+]. Yields the product O=C1NCc2cccn2-c2ccsc21. RXN SMILES: [BH4-:1].[CH3:23][OH:24].[N:3]1([CH:9]2[c:10]3[n:11]([cH:20][cH:21][cH:22]3)-[c:12]3[c:13]([s:17][cH:18][cH:19]3)[C:14](=[O:16])[NH:15]2)[CH2:4][CH2:5][CH2:6][CH2:7][CH2:8]1.[Na+:2]>>[CH2:9]1[c:10]2[n:11]([cH:20][cH:21][cH:22]2)-[c:12]2[c:13]([s:17][cH:18][cH:19]2)[C:14](=[O:16])[NH:15]1. Product: C(C)/C(/C=O)=C\C=1NC2=CC=CC=C2C1 ((E)-2-Ethyl-3-(2-indolyl)-2-propenaldehyde). Starting materials: [OH-].[K+] (KOH), N1C(=CC2=CC=CC=C12)C=O (indole-2-carboxaldehyde), C(C)(C)OC(C)C (isopropyl ether), C(CCC)=O (butyraldehyde). Conditions: time 12 hour. Yield: 43.8%. As a reaction SMILES: [OH-].[K+].[NH:3]1[C:11]2[C:6](=[CH:7][CH:8]=[CH:9][CH:10]=2)[CH:5]=[C:4]1[CH:12]=O.[CH:14](=[O:18])[CH2:15][CH2:16][CH3:17].C(OC(C)C)(C)C>O.CCO>[CH2:16](/[C:15](=[CH:12]\[C:4]1[NH:3][C:11]2[C:6]([CH:5]=1)=[CH:7][CH:8]=[CH:9][CH:10]=2)/[CH:14]=[O:18])[CH3:17] |f:0.1|. Reported procedure: To a solution of KOH pellets (0.4 g, 7.1 mmol) in H2O (5 ml), indole-2-carboxaldehyde (0.5 g, 3.44 mmol) in EtOH (45 ml) was added. After cooling to 0° C. butyraldehyde (0.31 ml, 3.44 mmol) was added and the reaction mixture was stirred at room temperature for 12 h. The ethanol was removed under vacuum and the aqueous solution was adjusted to pH 5 and extracted with EtOAc (3×10 ml). The combined organic layers were washed with brine (10 ml), dried over Na2SO4 and evaporated under vacuum. The res... Run in O (H2O), CCO (EtOH).